The task is: describe an organic reaction: reactants, conditions, products, and yield. This data is from the Open Reaction Database (ORD), a public repository of structured organic reaction records. Starting materials: etheral solution, C1(=CC=CC=C1)[Mg]Br (phenyl magnesium bromide), C12CC(CC(CC1)S2)C#N (8-thiabicyclo[3.2.1]octane-3-carbonitrile), C1CCOC1 (THF). Reaction conditions: time 30 minute. The product is C1(=CC=CC=C1)C(=O)C1CC2CCC(C1)S2 (Phenyl(8-thiabicyclo[3.2.1]oct-3-yl)methanone). Yield: 38.0%. As a reaction SMILES: [C:1]1([Mg]Br)[CH:6]=[CH:5][CH:4]=[CH:3][CH:2]=1.[CH:9]12[S:16][CH:13]([CH2:14][CH2:15]1)[CH2:12][CH:11]([C:17]#N)[CH2:10]2.C1C[O:22]CC1>>[C:1]1([C:17]([CH:11]2[CH2:12][CH:13]3[S:16][CH:9]([CH2:15][CH2:14]3)[CH2:10]2)=[O:22])[CH:6]=[CH:5][CH:4]=[CH:3][CH:2]=1. Reported procedure: A 3M etheral solution of phenyl magnesium bromide (6.72 ml, 20.16 mmol) was added at 0° C. to a solution of the above nitrile (1.03 g, 6.72 mmol) in dry THF (10 ml). After 30 minutes, the ice bath was removed and the reaction continued at room temperature for 16 hours. The reaction was carefully quenched by addition of a saturated aqueous NH4Cl solution. After addition of ether, organic layer was separated, washed with brine, dried over MgSO4 and concentrated. The residual oil was chromatographi... Reactants: O(CC)CC (O(Et)2), C(C)(=O)OC(C)=O (acetic anhydride), CC1=C2C(=NC=3N1N=C(N3)C=O)CCC2 (8-Methyl-6,7-dihydro-5H-cyclopenta[d][1,2,4]triazolo[1,5-a]pyrimidine-2-carbaldehyde), [N+](=O)([O-])C1=CC=C(COC(=O)C=2N3C([C@@H]([C@H]3SC2)Br)=O)C=C1 ((5R,6S)-6-bromo-7-oxo-4-thia-1-aza-bicyclo[3.2.0]hept-2-ene-2-carboxylic acid 4-nitro-benzyl ester), [Mg+2].[Br-].[Br-] (MgBr2). The solvent is C(C)(=O)OCC (ethyl acetate), CCN(CC)CC (Et3N), C(C)#N (acetonitrile), C1CCOC1 (THF). Reaction conditions: temperature -20 celsius, time 2 hour. The product is C(C)(=O)OC(C1([C@H]2SC=C(N2C1=O)C(=O)OCC1=CC=C(C=C1)[N+](=O)[O-])Br)C1=NN2C(N=C(C3=C2CCC3)C)=N1 (4-nitrobenzyl (5R)-6-[(acetyloxy)(5-methyl-7,8-dihydro-6H-cyclopenta[e][1,2,4]triazolo[1,5-a]pyrimidin-2-yl)methyl]-6-bromo-7-oxo-4-thia-1-azabicyclo[3.2.0]hept-2-ene-2-carboxylate). RXN SMILES: [CH3:1][C:2]1[N:7]2[N:8]=[C:9]([CH:11]=[O:12])[N:10]=[C:6]2[N:5]=[C:4]2[CH2:13][CH2:14][CH2:15][C:3]=12.[N+:16]([C:19]1[CH:37]=[CH:36][C:22]([CH2:23][O:24][C:25]([C:27]2[N:28]3[C@H:31]([S:32][CH:33]=2)[C@@H:30]([Br:34])[C:29]3=[O:35])=[O:26])=[CH:21][CH:20]=1)([O-:18])=[O:17].[Mg+2].[Br-].[Br-].[O:41](CC)[CH2:42][CH3:43].C(OC(=O)C)(=O)C>C(OCC)(=O)C.CCN(CC)CC.C(#N)C.C1COCC1>[C:42]([O:12][CH:11]([C:9]1[N:10]=[C:6]2[N:7]=[C:2]([CH3:1])[C:3]3[CH2:15][CH2:14][CH2:13][C:4]=3[N:5]2[N:8]=1)[C:30]1([Br:34])[C:29](=[O:35])[N:28]2[C@@H:31]1[S:32][CH:33]=[C:27]2[C:25]([O:24][CH2:23][C:22]1[CH:36]=[CH:37][C:19]([N+:16]([O-:18])=[O:17])=[CH:20][CH:21]=1)=[O:26])(=[O:41])[CH3:43] |f:2.3.4|. Procedure: 8-Methyl-6,7-dihydro-5H-cyclopenta[d][1,2,4]triazolo[1,5-a]pyrimidine-2-carbaldehyde (153 mg, 0.75 mmol) and the dry THF solution (20 mL) of (5R,6S)-6-bromo-7-oxo-4-thia-1-aza-bicyclo[3.2.0]hept-2-ene-2-carboxylic acid 4-nitro-benzyl ester (385 mg, 1 mmol) were added successively to the dry acetonitrile (15 mL) solution of anhydrous MgBr2:O(Et)2 (1.2 g, 3.0 mmol) under an argon atmosphere at room temperature. After cooling to −20° C., Et3N (2.0 mL) was added in one portion. The reaction vessel w... Starting materials: O=C([O-])[O-], CC#N, Clc1cc(Cl)ncn1, [K+], [K+], Nc1ccc(O)cc1. Yields the product Nc1ccc(Oc2cc(Cl)ncn2)cc1. RXN SMILES: [C:17](=[O:18])([O-:19])[O-:20].[CH3:23][C:24]#[N:25].[Cl:1][c:2]1[n:3][cH:4][n:5][c:6]([Cl:8])[cH:7]1.[K+:21].[K+:22].[NH2:9][c:10]1[cH:11][cH:12][c:13]([OH:14])[cH:15][cH:16]1>>[c:2]1([O:14][c:13]2[cH:12][cH:11][c:10]([NH2:9])[cH:16][cH:15]2)[n:3][cH:4][n:5][c:6]([Cl:8])[cH:7]1. The reactants are C(=O)(N1C=NC=C1)N1C=NC=C1 (1,1′-carbonyldiimidazole), C(O)CN (ethanolamine), C(=O)(OC(C)(C)C)N[C@H](C)C(=O)O (Boc-D-alanine). The solvent is C1CCOC1 (THF). Conditions: temperature 60 celsius, time 45 minute. Procedure: In a round-bottomed flask, Boc-D-alanine (1.0 g, 5.29 mmol was dissolved in THF (40 ml) and 1,1′-carbonyldiimidazole (1.03 g, 6.34 mmol) was added. The reaction mixture was stirred at 60° C. for 45 min then cooled to room temperature and ethanolamine (3.2 ml, 52.9 mmol) was added. The reaction mixture was stirred at room temperature overnight then quenched with 1 M aqueous HCl (15 ml) and extracted with dichloromethane. The organic layer was washed with 1 M aqueous HCl, water and brine. The aque... Yield: 90.0%. The product is C(C)(C)(C)OC(N[C@H](C)C(NCCO)=O)=O ([(R)-1-(2-hydroxy-ethylcarbamoyl)-ethyl]-carbamic acid tert-butyl ester). Reaction SMILES: C(N1C=CN=C1)(N1C=CN=C1)=O.[CH2:13]([CH2:15][NH2:16])[OH:14].[C:17]([NH:24][C@@H:25]([C:27](O)=[O:28])[CH3:26])([O:19][C:20]([CH3:23])([CH3:22])[CH3:21])=[O:18]>C1COCC1>[C:20]([O:19][C:17](=[O:18])[NH:24][C@@H:25]([C:27](=[O:28])[NH:16][CH2:15][CH2:13][OH:14])[CH3:26])([CH3:21])([CH3:22])[CH3:23]. Reactants: ClC=1C=C(CN(C(=O)C2=C(C(N(C2)CC(=O)O)=O)O)C)C=CC1Cl ({4-[(3,4-dichloro-benzyl)-methyl-carbamoyl]-3-hydroxy-2-oxo-2,5-dihydro-pyrrol-1-yl}-acetic acid), ClC=1C=C(CN(C(=O)C2=C(C(N(C2)CC(=O)O)=O)O)C)C=CC1Cl ({4-[(3,4-Dichloro-benzyl)-methyl-carbamoyl]-3-hydroxy-2-oxo-2,5-dihydro-pyrrol-1-yl}-acetic acid), N1CCOCC1 (morpholine), compound 751. Yields the product ClC=1C=C(CN(C(=O)C=2CN(C(C2O)=O)CC(=O)N2CCOCC2)C)C=CC1Cl (4-Hydroxy-1-(2-morpholin-4-yl-2-oxo-ethyl)-5-oxo-2,5-dihydro-1H-pyrrole-3-carboxylic acid (3,4-dichloro-benzyl)-methyl-amide), powder. Yield: 20.0%. RXN SMILES: [Cl:1][C:2]1[CH:3]=[C:4]([CH:21]=[CH:22][C:23]=1[Cl:24])[CH2:5][N:6]([CH3:20])[C:7]([C:9]1[CH2:13][N:12]([CH2:14][C:15]([OH:17])=O)[C:11](=[O:18])[C:10]=1[OH:19])=[O:8].[NH:25]1[CH2:30][CH2:29][O:28][CH2:27][CH2:26]1>>[Cl:1][C:2]1[CH:3]=[C:4]([CH:21]=[CH:22][C:23]=1[Cl:24])[CH2:5][N:6]([CH3:20])[C:7]([C:9]1[CH2:13][N:12]([CH2:14][C:15]([N:25]2[CH2:30][CH2:29][O:28][CH2:27][CH2:26]2)=[O:17])[C:11](=[O:18])[C:10]=1[OH:19])=[O:8]. Reported procedure: Compound 758 was prepared from {4-[(3,4-dichloro-benzyl)-methyl-carbamoyl]-3-hydroxy-2-oxo-2,5-dihydro-pyrrol-1-yl}-acetic acid, Compound 20, and morpholine using the method described for compound 751. The title compound was isolated as a white powder (0.0088 g, 20% yield). HRMS (M+H) calcd for C19H22N3Cl2O5: 442.09366. found: 442.0951. Starting materials: COc1cccc(CCc2ccc(Br)cc2CC(=O)O)c1C, Cc1ccccc1, [Na+], [OH-]. Yields the product COc1ccc2c(c1C)CCc1ccc(Br)cc1CC2=O. Reaction SMILES: [Br:1][c:2]1[cH:3][cH:4][c:5]([CH2:12][CH2:13][c:14]2[c:15]([CH3:22])[c:16]([O:20][CH3:21])[cH:17][cH:18][cH:19]2)[c:6]([CH2:8][C:9]([OH:10])=[O:11])[cH:7]1.[CH3:25][c:26]1[cH:27][cH:28][cH:29][cH:30][cH:31]1.[Na+:24].[OH-:23]>>[Br:1][c:2]1[cH:3][cH:4][c:5]2[c:6]([cH:7]1)[CH2:8][C:9](=[O:23])[c:19]1[c:14]([c:15]([CH3:22])[c:16]([O:20][CH3:21])[cH:17][cH:18]1)[CH2:13][CH2:12]2.